From a dataset of the Open Reaction Database (ORD), a public repository of structured organic reaction records. describe an organic reaction: reactants, conditions, products, and yield The reactants are ClC1=NN=C(C2=CC=CC=C12)Cl (1,4-dichlorophthalazine), C[C@@H]1CN(CCN1)C(=O)OC(C)(C)C ((R)-tert-butyl 3-methylpiperazine-1-carboxylate). Run in hexanes, ClCCl (dichloromethane). Reaction conditions: temperature 120 celsius. Yields the product ClC1=NN=C(C2=CC=CC=C12)N1[C@@H](CN(CC1)C(=O)OC(C)(C)C)C ((R)-tert-butyl 4-(4-chlorophthalazin-1-yl)-3-methylpiperazine-1-carboxylate). Reaction SMILES: Cl[C:2]1[C:11]2[C:6](=[CH:7][CH:8]=[CH:9][CH:10]=2)[C:5]([Cl:12])=[N:4][N:3]=1.[CH3:13][C@H:14]1[NH:19][CH2:18][CH2:17][N:16]([C:20]([O:22][C:23]([CH3:26])([CH3:25])[CH3:24])=[O:21])[CH2:15]1>ClCCl>[Cl:12][C:5]1[C:6]2[C:11](=[CH:10][CH:9]=[CH:8][CH:7]=2)[C:2]([N:19]2[CH2:18][CH2:17][N:16]([C:20]([O:22][C:23]([CH3:26])([CH3:25])[CH3:24])=[O:21])[CH2:15][C@H:14]2[CH3:13])=[N:3][N:4]=1. Reported procedure: 1,4-dichlorophthalazine (5.00 g, 25.1 mmol) and (R)-tert-butyl 3-methylpiperazine-1-carboxylate (11.06 g, 55.2 mmol) were mixed intimately and placed in a flask under an Argon atmosphere. The flask was heated at 120° C. for approximately 16 hours, after which time LC/MS showed disappearance of the starting material. The reaction was cooled, taken up in dichloromethane (150 mL), and washed once with aqueous sodium bicarbonate (50% of saturated) and once with saturated sodium chloride solution. Th... The reactants are 2-[4-benzo[b]thiophene-2-sulfonylamino]benzoic acid, 1-(3-dimethyl-aminopropyl)-3-ethylcarbodiimide hydrochloride, O.ON1N=NC2=C1C=CC=C2 (1-Hydroxybenzotriazole hydrate), NOC1OCCCC1 (NH2OTHP), C12(C(=O)CC(CC1)C2(C)C)CS(=O)(=O)O (10-camphorsulfonic acid). Run in CN(C)C=O (DMF). Conditions: time 20 minute. Product: C(C1=CC=CC=C1)(=O)N (benzamide). The yield is 388.9%. Reaction SMILES: O.ON1[C:7]2[CH:8]=[CH:9][CH:10]=[CH:11][C:6]=2N=N1.[NH2:12]OC1CCCCO1.C12(CS(O)(=O)=O)C(C)(C)C(CC1)C[C:21]2=[O:22]>CN(C=O)C>[C:21]([NH2:12])(=[O:22])[C:6]1[CH:11]=[CH:10][CH:9]=[CH:8][CH:7]=1 |f:0.1|. Procedure details: To a solution of 2-[4-benzo[b]thiophene-2-sulfonylamino]benzoic acid (300 mg, 0.90 mmol) in DMF (20 mL) at room temperature were added 1-(3-dimethyl-aminopropyl)-3-ethylcarbodiimide hydrochloride (EDC, 207 mg, 1.08 mmol), and 1-Hydroxybenzotriazole hydrate (HOBT, 182 mg, 1.35 mmol). The mixture was stirred 20 min. at room temperature then NH2OTHP (158 mg, 1.35 mmol) was added. The resulting mixture was heated at 50° C. for 24 h then stirred at room temperature for 24 h. The DMF solvent was evapo...